This data is from the Open Reaction Database (ORD), a public repository of structured organic reaction records. The task is: describe an organic reaction: reactants, conditions, products, and yield Reactants: solution, [O-]CC.[Na+] (sodium ethoxide), C(C)(=O)OCC=1N(C(=C(N1)C(C)(C)O)C(=O)OCC)CC1=CC=C(C=C1)C1=C(C=CC=C1)C1=NN=NN1C(C1=CC=CC=C1)(C1=CC=CC=C1)C1=CC=CC=C1 (ethyl 2-acetoxymethyl-4-(1-hydroxy-1-methylethyl)-1-{4-[2-(trityltetrazol-5-yl)phenyl]phenyl}methylimidazole-5-carboxylate). The solvent is C(C)O (ethanol), C(C)O (ethanol). Run at time 5 minute. Product: OCC=1N(C(=C(N1)C(C)(C)O)C(=O)OCC)CC1=CC=C(C=C1)C1=C(C=CC=C1)C1=NN=NN1C(C1=CC=CC=C1)(C1=CC=CC=C1)C1=CC=CC=C1 (Ethyl 2-hydroxymethyl-4-(1-hydroxy-1-methylethyl)-1-{4-[2-(trityltetrazol-5-yl)phenyl]phenyl}methylimidazole-5-carboxylate). Yield: 92.2%. Reaction SMILES: [O-]CC.[Na+].C([O:8][CH2:9][C:10]1[N:11]([CH2:24][C:25]2[CH:30]=[CH:29][C:28]([C:31]3[CH:36]=[CH:35][CH:34]=[CH:33][C:32]=3[C:37]3[N:41]([C:42]([C:55]4[CH:60]=[CH:59][CH:58]=[CH:57][CH:56]=4)([C:49]4[CH:54]=[CH:53][CH:52]=[CH:51][CH:50]=4)[C:43]4[CH:48]=[CH:47][CH:46]=[CH:45][CH:44]=4)[N:40]=[N:39][N:38]=3)=[CH:27][CH:26]=2)[C:12]([C:19]([O:21][CH2:22][CH3:23])=[O:20])=[C:13]([C:15]([OH:18])([CH3:17])[CH3:16])[N:14]=1)(=O)C>C(O)C>[OH:8][CH2:9][C:10]1[N:11]([CH2:24][C:25]2[CH:26]=[CH:27][C:28]([C:31]3[CH:36]=[CH:35][CH:34]=[CH:33][C:32]=3[C:37]3[N:41]([C:42]([C:43]4[CH:48]=[CH:47][CH:46]=[CH:45][CH:44]=4)([C:55]4[CH:56]=[CH:57][CH:58]=[CH:59][CH:60]=4)[C:49]4[CH:50]=[CH:51][CH:52]=[CH:53][CH:54]=4)[N:40]=[N:39][N:38]=3)=[CH:29][CH:30]=2)[C:12]([C:19]([O:21][CH2:22][CH3:23])=[O:20])=[C:13]([C:15]([OH:18])([CH3:16])[CH3:17])[N:14]=1 |f:0.1|. Reported procedure: 0.75 ml of a 0.15N solution of sodium ethoxide in ethanol was added to a solution of 1.69 g of ethyl 2-acetoxymethyl-4-(1-hydroxy-1-methylethyl)-1-{4-[2-(trityltetrazol-5-yl)phenyl]phenyl}methylimidazole-5-carboxylate [prepared as described in Example 102(a)] in 15 ml of ethanol, and the mixture was stirred at room temperature for 5 minutes. The reaction solution was then concentrated by evaporation under reduced pressure, ethyl acetate and water were added to the residue, and the ethyl acetate ... Reactants: N1CCSCC1 (thiomorpholine), C[C@H]1CC[C@@]2([C@H]([C@H]3[C@@H](O2)C[C@@H]4[C@@]3(CC[C@H]5[C@H]4CC[C@H]6[C@@]5(CC[C@@H](C6)O)C)C)C)OC1.C(C=C)(=O)[O-] (sarsasapogenin acrylate). Run in O1CCCC1 (tetrahydrofuran). Run at time 3 hour. Product: C[C@H]1CC[C@@]2([C@H]([C@H]3[C@@H](O2)C[C@@H]4[C@@]3(CC[C@H]5[C@H]4CC[C@H]6[C@@]5(CC[C@@H](C6)O)C)C)C)OC1 (sarsasapogenin). The yield is 139.7%. As a reaction SMILES: N1CCSCC1.[CH3:7][C@@H:8]1[CH2:36][O:35][C@@:11]2([O:15][C@H:14]3[CH2:16][C@H:17]4[C@@H:22]5[CH2:23][CH2:24][C@@H:25]6[CH2:30][C@@H:29]([OH:31])[CH2:28][CH2:27][C@:26]6([CH3:32])[C@H:21]5[CH2:20][CH2:19][C@:18]4([CH3:33])[C@H:13]3[C@@H:12]2[CH3:34])[CH2:10][CH2:9]1.C([O-])(=O)C=C>O1CCCC1>[CH3:7][C@@H:8]1[CH2:36][O:35][C@@:11]2([O:15][C@H:14]3[CH2:16][C@H:17]4[C@@H:22]5[CH2:23][CH2:24][C@@H:25]6[CH2:30][C@@H:29]([OH:31])[CH2:28][CH2:27][C@:26]6([CH3:32])[C@H:21]5[CH2:20][CH2:19][C@:18]4([CH3:33])[C@H:13]3[C@@H:12]2[CH3:34])[CH2:10][CH2:9]1 |f:1.2|. Procedure details: 10.3 g of thiomorpholine (27) was added dropwise to a mixture of 47.1 g of sarsasapogenin acrylate (28) and 200 g. of tetrahydrofuran. The mixture was stirred at room temperature for 3 hours, after which tetrahydrofuran was distilled off. Subsequent purification by silica gel column chromatography gave 56.2 g of sarsasapogenin [3-(thiomorpholino)propionate] (Quencher 7). Yield 98%. Reactants: CN(C(C1=CC(=C(C(=C1)OC)OC)OC)=O)CC(CCS(=O)(=O)C)C1=CC(=C(C=C1)Cl)Cl (N-methyl-N-(2-(3,4-dichlorophenyl)-4-methanesulfonylbutyl)-3,4,5-trimethoxybenzamide), I.N1C(=NC2=C1C=CC=C2)C(=O)C2CCNCC2 (4-(1H-benzimidazole-2-carbonyl)piperidine hydriodic acid salt). Yields the product CN(C(C1=CC(=C(C(=C1)OC)OC)OC)=O)CC(CCN1CCC(CC1)C(=O)C1=NC2=C(N1)C=CC=C2)C2=CC(=C(C=C2)Cl)Cl (N-Methyl-N-(4-(4-(1H-benzimidazole-2-carbonyl)piperidin-1-yl)-2-(3,4-dichlorophenyl)butyl)-3,4,5-trimethoxybenzamide). Reaction SMILES: [CH3:1][N:2]([CH2:17][CH:18]([C:25]1[CH:30]=[CH:29][C:28]([Cl:31])=[C:27]([Cl:32])[CH:26]=1)[CH2:19][CH2:20]S(C)(=O)=O)[C:3](=[O:16])[C:4]1[CH:9]=[C:8]([O:10][CH3:11])[C:7]([O:12][CH3:13])=[C:6]([O:14][CH3:15])[CH:5]=1.I.[NH:34]1[C:38]2[CH:39]=[CH:40][CH:41]=[CH:42][C:37]=2[N:36]=[C:35]1[C:43]([CH:45]1[CH2:50][CH2:49][NH:48][CH2:47][CH2:46]1)=[O:44]>>[CH3:1][N:2]([CH2:17][CH:18]([C:25]1[CH:30]=[CH:29][C:28]([Cl:31])=[C:27]([Cl:32])[CH:26]=1)[CH2:19][CH2:20][N:48]1[CH2:49][CH2:50][CH:45]([C:43]([C:35]2[NH:34][C:38]3[CH:39]=[CH:40][CH:41]=[CH:42][C:37]=3[N:36]=2)=[O:44])[CH2:46][CH2:47]1)[C:3](=[O:16])[C:4]1[CH:9]=[C:8]([O:10][CH3:11])[C:7]([O:12][CH3:13])=[C:6]([O:14][CH3:15])[CH:5]=1 |f:1.2|. Procedure details: Prepare by the method of Example 1.7 using N-methyl-N-(2-(3,4-dichlorophenyl)-4-methanesulfonylbutyl)-3,4,5-trimethoxybenzamide and 4-(1H-benzimidazole-2-carbonyl)piperidine hydriodic acid salt to give the title compound.